Dataset: the Open Reaction Database (ORD), a public repository of structured organic reaction records. Task: describe an organic reaction: reactants, conditions, products, and yield Starting materials: ClCCl, CCc1ccc(C(=O)Cl)cc1, CC(C)(N)CO, [Na+], [OH-], O=S(Cl)Cl. Product: CCc1ccc(C2=NC(C)(C)CO2)cc1. Reaction SMILES: [CH2:24]([Cl:25])[Cl:26].[CH2:7]([CH3:8])[c:9]1[cH:10][cH:11][c:12]([C:13]([Cl:14])=[O:15])[cH:16][cH:17]1.[NH2:1][C:2]([CH2:3][OH:4])([CH3:5])[CH3:6].[Na+:23].[OH-:22].[S:18]([Cl:19])([Cl:20])=[O:21]>>[N:1]1=[C:13]([c:12]2[cH:11][cH:10][c:9]([CH2:7][CH3:8])[cH:17][cH:16]2)[O:4][CH2:3][C:2]1([CH3:5])[CH3:6]. The reactants are C[C@@]12[C@H]3CC[C@@H]([C@@]1(C(=O)OC2=O)C)O3 (cantharidin), NC=1SC2=C(N1)C=CC(=C2)C(=O)O (2-amino-6-carboxybenzothiazole), C1(=CC=CC=C1)C (toluene). Run in C(C)N(CC)CC (triethylamine). Reaction conditions: temperature 180 celsius. Yields the product C[C@@]12[C@H]3CC[C@@H]([C@@]1(C(=O)NC2=O)C)O3 (Cantharimide). Reaction SMILES: [CH3:1][C@:2]12[C:11](=O)[O:10][C:8](=[O:9])[C@@:7]1([CH3:13])[C@H:6]1[O:14][C@@H:3]2[CH2:4][CH2:5]1.[NH2:15]C1SC2C=C(C(O)=O)C=CC=2N=1.C1(C)C=CC=CC=1>C(N(CC)CC)C>[CH3:1][C@:2]12[C:11](=[O:10])[NH:15][C:8](=[O:9])[C@@:7]1([CH3:13])[C@H:6]1[O:14][C@@H:3]2[CH2:4][CH2:5]1. Reported procedure: A mixture of cantharidin (50 mg, 0.26 mmol), 2-amino-6-carboxybenzothiazole (294 mg, 1.27 mmol), and a mixture of dried toluene and dried triethylamine (4 mL; 2:1, v/v) may be sealed in a tube and heated for 3 hours at 180° C. The reaction mixture may be concentrated, followed by flash chromatography (dichloromethane:methanol, 10:1) that may give the product CAN039 (51.9 mg, 55%) of formula (3) as a white solid with the following characterization: mp=180-181° C.; Rf=0.27 (hexane:acetone, 2:1); 1... The reactants are BrC=1C=C(C=NC1)CNNC1=NC(=NC(=C1)N)C (N-[[(5-bromo-3-pyridinyl)methyl]amino]-2-methyl-4,6-pyrimidinediamine), BrN1C(CCC1=O)=O (N-bromosuccinimide). Solvent: C(Cl)(Cl)(Cl)Cl (carbon tetrachloride). Conditions: temperature 23 celsius, time 1.5 hour. Product: BrC=1C(=NC(=NC1N)C)NNCC=1C=NC=C(C1)Br (5-Bromo-N-[[(5-bromo-3-pyridinyl)methyl]amino]-2-methyl-4,6-pyrimidinediamine). Yield: 29.7%. Reaction SMILES: [Br:1][C:2]1[CH:3]=[C:4]([CH2:8][NH:9][NH:10][C:11]2[CH:16]=[C:15]([NH2:17])[N:14]=[C:13]([CH3:18])[N:12]=2)[CH:5]=[N:6][CH:7]=1.[Br:19]N1C(=O)CCC1=O>C(Cl)(Cl)(Cl)Cl>[Br:19][C:16]1[C:11]([NH:10][NH:9][CH2:8][C:4]2[CH:5]=[N:6][CH:7]=[C:2]([Br:1])[CH:3]=2)=[N:12][C:13]([CH3:18])=[N:14][C:15]=1[NH2:17]. Procedure: To a mixture of N-[[(5-bromo-3-pyridinyl)methyl]amino]-2-methyl-4,6-pyrimidinediamine (1.00 g, 3.40 mmol) in carbon tetrachloride (50 mL) at 23° C. was added N-bromosuccinimide (0.61 g, 3.90 mmol). The mixture was stirred for 1.5 hours at 23° C. and then filtered. The isolated solid was purified by flash chromatography (silica gel, 1:1 EtOAc:CHCl3 then 20% MeOH in EtOAc as eluants) and two recrystallizations from methanol to provide the title compound (376 mg, 1.01 mmol, 30%): mp 221°-222° C., R... Starting materials: FC(C(=O)O)(F)F.C(C)S(=O)(=O)N1CCC(CC1)C1=CNC2=C(C=C(C=C12)C=1C=NN(C1)CCN1CCCC1)C(=O)N (3-[1-(ethylsulfonyl)-4-piperidinyl]-5-{1-[2-(1-pyrrolidinyl)ethyl]-1H-pyrazol-4-yl}-1H-indole-7-carboxamide trifluoroacetate), N1CCOCC1 (morpholine), N1CCCC1 (pyrrolidine). Product: FC(C(=O)O)(F)F.C(C)S(=O)(=O)N1CCC(CC1)C1=CNC2=C(C=C(C=C12)C=1C=NN(C1)CCN1CCOCC1)C(=O)N (3-[1-(ethylsulfonyl)-4-piperidinyl]-5-{1-[2-(4-morpholinyl)ethyl]-1H-pyrazol-4-yl}-1H-indole-7-carboxamide trifluoroacetate). Yield: 34.0%. As a reaction SMILES: [F:1][C:2]([F:7])([F:6])[C:3]([OH:5])=[O:4].[CH2:8]([S:10]([N:13]1[CH2:18][CH2:17][CH:16]([C:19]2[C:27]3[C:22](=[C:23]([C:40]([NH2:42])=[O:41])[CH:24]=[C:25]([C:28]4[CH:29]=[N:30][N:31]([CH2:33][CH2:34][N:35]5[CH2:39][CH2:38][CH2:37][CH2:36]5)[CH:32]=4)[CH:26]=3)[NH:21][CH:20]=2)[CH2:15][CH2:14]1)(=[O:12])=[O:11])[CH3:9].N1CC[O:46]CC1.N1CCCC1>>[F:1][C:2]([F:7])([F:6])[C:3]([OH:5])=[O:4].[CH2:8]([S:10]([N:13]1[CH2:14][CH2:15][CH:16]([C:19]2[C:27]3[C:22](=[C:23]([C:40]([NH2:42])=[O:41])[CH:24]=[C:25]([C:28]4[CH:29]=[N:30][N:31]([CH2:33][CH2:34][N:35]5[CH2:36][CH2:37][O:46][CH2:38][CH2:39]5)[CH:32]=4)[CH:26]=3)[NH:21][CH:20]=2)[CH2:17][CH2:18]1)(=[O:12])=[O:11])[CH3:9] |f:0.1,4.5|. Procedure: The title compound was prepared according to the general procedure of 3-[1-(ethylsulfonyl)-4-piperidinyl]-5-{1-[2-(1-pyrrolidinyl)ethyl]-1H-pyrazol-4-yl}-1H-indole-7-carboxamide trifluoroacetate, substituting morpholine (70 μL, 0.71 mmol) for the pyrrolidine to afford 15 mg of the title compound (34%). The yield is 100.0%. Procedure details: Dissolve 2-(1,3-dioxo-1,3-dihydro-isoindol-2-yl)-3-(2-vinyl-phenyl)-propionic acid, 2-trimethylsilanyl-ethyl ester (2.61 g, 6.19 mmol) in methylene chloride (70 mL) and methanol (75 mL). Cool to -78° C. and treat with ozone until a blue color persists. Purge with nitrogen and add dimethylsulfide (7 mL) and pyridine (0.35 mL). Allow to warm to room temperature gradually overnight. Partition between methylene chloride (100 mL) and water (40 mL). Extract the aqueous with methylene chloride (50 mL),... Run at temperature -78 celsius. RXN SMILES: [O:1]=[C:2]1[C:10]2[C:5](=[CH:6][CH:7]=[CH:8][CH:9]=2)[C:4](=[O:11])[N:3]1[CH:12]([CH2:22][C:23]1[CH:28]=[CH:27][CH:26]=[CH:25][C:24]=1[CH:29]=C)[C:13]([O:15][CH2:16][CH2:17][Si:18]([CH3:21])([CH3:20])[CH3:19])=[O:14].[O:31]=[O+][O-]>C(Cl)Cl.CO>[O:1]=[C:2]1[C:10]2[C:5](=[CH:6][CH:7]=[CH:8][CH:9]=2)[C:4](=[O:11])[N:3]1[CH:12]([CH2:22][C:23]1[CH:28]=[CH:27][CH:26]=[CH:25][C:24]=1[CH:29]=[O:31])[C:13]([O:15][CH2:16][CH2:17][Si:18]([CH3:19])([CH3:21])[CH3:20])=[O:14]. Reactants: O=C1N(C(C2=CC=CC=C12)=O)C(C(=O)OCC[Si](C)(C)C)CC1=C(C=CC=C1)C=C (2-(1,3-dioxo-1,3-dihydro-isoindol-2-yl)-3-(2-vinyl-phenyl)-propionic acid, 2-trimethylsilanyl-ethyl ester), O=[O+][O-] (ozone). The solvent is C(Cl)Cl (methylene chloride), CO (methanol). Product: O=C1N(C(C2=CC=CC=C12)=O)C(C(=O)OCC[Si](C)(C)C)CC1=C(C=CC=C1)C=O (2-(1,3-Dioxo-1,3-dihydro-isoindol-2-yl)-3-(2-formyl-phenyl)-propionic acid, 2-trimethylsilanyl-ethyl ester).